The task is: describe an organic reaction: reactants, conditions, products, and yield. This data is from the Open Reaction Database (ORD), a public repository of structured organic reaction records. Starting materials: COC(C1=CC(=CC=C1)COC=1C=C2C(=C(N(C2=CC1)CC1=CC=CC=C1)C)CC(=O)N)=O (3-[[[3-(2-amino-2-oxoethyl)-2-methyl-1-(phenylmethyl)-1H-indol-5-yl]oxy]methyl]benzoic acid methyl ester), [OH-].[Na+] (NaOH), Cl (HCl). The solvent is C1CCOC1 (THF), C(C)O (ethanol). Run at time 7.5 hour. Product: NC(CC1=C(N(C2=CC=C(C=C12)OCC=1C=C(C(=O)O)C=CC1)CC1=CC=CC=C1)C)=O (3-[[[3-(2-amino-2-oxoethyl)-2-methyl-1-(phenylmethyl)-1H-indol-5-yl]oxy]methyl]benzoic acid). Isolated yield 72.7%. As a reaction SMILES: C[O:2][C:3](=[O:33])[C:4]1[CH:9]=[CH:8][CH:7]=[C:6]([CH2:10][O:11][C:12]2[CH:13]=[C:14]3[C:18](=[CH:19][CH:20]=2)[N:17]([CH2:21][C:22]2[CH:27]=[CH:26][CH:25]=[CH:24][CH:23]=2)[C:16]([CH3:28])=[C:15]3[CH2:29][C:30]([NH2:32])=[O:31])[CH:5]=1.[OH-].[Na+].Cl>C1COCC1.C(O)C>[NH2:32][C:30](=[O:31])[CH2:29][C:15]1[C:14]2[C:18](=[CH:19][CH:20]=[C:12]([O:11][CH2:10][C:6]3[CH:5]=[C:4]([CH:9]=[CH:8][CH:7]=3)[C:3]([OH:33])=[O:2])[CH:13]=2)[N:17]([CH2:21][C:22]2[CH:23]=[CH:24][CH:25]=[CH:26][CH:27]=2)[C:16]=1[CH3:28] |f:1.2|. Procedure: A mixture of 470 mg (1.06 mmol) of 3-[[[3-(2-amino-2-oxoethyl)-2-methyl-1-(phenylmethyl)-1H-indol-5-yl]oxy]methyl]benzoic acid methyl ester and 2 mL of 2N NaOH in 10 mL of THF and 40 mL of ethanol was stirred for 7.5 hours, the mixture made acidic with 5N HCl and extracted with ethyl acetate. The ethyl acetate solution was washed with brine, dried (Na2SO4) and concentrated at reduced pressure. The residue was crystallized from methylene chloride/ethanol to give 330 mg (72% yield) of 3-[[[3-(2-am...